From a dataset of the Open Reaction Database (ORD), a public repository of structured organic reaction records. describe an organic reaction: reactants, conditions, products, and yield The reactants are [Li]CCCC, C1CCOC1, CCCCCC, C[Si](C)(C)CCOCCl, O=C1CCC(Cc2ccc(-c3ccccc3)cc2)N1. Yields the product C[Si](C)(C)CCOCN1C(=O)CCC1Cc1ccc(-c2ccccc2)cc1. Reaction SMILES: [CH2:20]([Li:21])[CH2:22][CH2:23][CH3:24].[CH2:34]1[O:35][CH2:36][CH2:37][CH2:38]1.[CH3:39][CH2:40][CH2:41][CH2:42][CH2:43][CH3:44].[Cl:25][CH2:26][O:27][CH2:28][CH2:29][Si:30]([CH3:31])([CH3:32])[CH3:33].[c:1]1(-[c:14]2[cH:15][cH:16][cH:17][cH:18][cH:19]2)[cH:2][cH:3][c:4]([CH2:7][CH:8]2[CH2:9][CH2:10][C:11](=[O:13])[NH:12]2)[cH:5][cH:6]1>>[c:1]1(-[c:14]2[cH:15][cH:16][cH:17][cH:18][cH:19]2)[cH:2][cH:3][c:4]([CH2:7][CH:8]2[CH2:9][CH2:10][C:11](=[O:13])[N:12]2[CH2:26][O:27][CH2:28][CH2:29][Si:30]([CH3:31])([CH3:32])[CH3:33])[cH:5][cH:6]1. Reactants: FC(C=1C=C(CO)C=CC1)(F)F (3-(trifluoromethyl)benzyl alcohol), [H-].[Na+] (sodium hydride), ClC1=NC=NC(=C1)C1=C(C=CC(=C1)N1CCCCC1)[N+](=O)[O-] (4-chloro-6-(2-nitro-5-(piperidin-1-yl)phenyl)pyrimidine). Run in CN(C)C=O (DMF). Yields the product [N+](=O)([O-])C1=C(C=C(C=C1)N1CCCCC1)C1=NC=NC(=C1)OCC1=CC(=CC=C1)C(F)(F)F (4-(2-nitro-5-(piperidin-1-yl)phenyl)-6-((3-(trifluoromethyl)benzyl)-oxy)pyrimidine). RXN SMILES: [F:1][C:2]([F:12])([F:11])[C:3]1[CH:4]=[C:5]([CH:8]=[CH:9][CH:10]=1)[CH2:6][OH:7].[H-].[Na+].Cl[C:16]1[CH:21]=[C:20]([C:22]2[CH:27]=[C:26]([N:28]3[CH2:33][CH2:32][CH2:31][CH2:30][CH2:29]3)[CH:25]=[CH:24][C:23]=2[N+:34]([O-:36])=[O:35])[N:19]=[CH:18][N:17]=1>CN(C=O)C>[N+:34]([C:23]1[CH:24]=[CH:25][C:26]([N:28]2[CH2:29][CH2:30][CH2:31][CH2:32][CH2:33]2)=[CH:27][C:22]=1[C:20]1[CH:21]=[C:16]([O:7][CH2:6][C:5]2[CH:8]=[CH:9][CH:10]=[C:3]([C:2]([F:11])([F:12])[F:1])[CH:4]=2)[N:17]=[CH:18][N:19]=1)([O-:36])=[O:35] |f:1.2|. Reported procedure: To a solution of 99 mg of 3-(trifluoromethyl)benzyl alcohol in 2 mL of DMF was added 27 mg of a 50% dispersion of sodium hydride in oil. After 15 min the solution was treated with 150 mg of intermediate 3.1b. After an additional 2 h the reaction mixture was partitioned between water and ethyl acetate. The organic extracts were washed with brine and dried (Na2SO4). The solvent was evaporated to give a yellow syrup that was used directly in the next step. Starting materials: O=C(C(=O)OCC)C=1SC2=C(C1)CCCC2 (ethyl α-oxo-α-(4,5,6,7-tetrahydro-2-benzothienyl)acetate), C(C)(=O)[O-].[Na+] (sodium acetate), Cl.NO (hydroxylamine hydrochloride). Solvent: C(C)O (ethanol). Product: ON=C(C(=O)OCC)C=1SC2=C(C1)CCCC2 (ethyl α-hydroxyimino-α-(4,5,6,7-tetrahydro-2-benzothienyl)acetate). The yield is 98.8%. RXN SMILES: O=[C:2]([C:8]1[S:9][C:10]2[CH2:16][CH2:15][CH2:14][CH2:13][C:11]=2[CH:12]=1)[C:3]([O:5][CH2:6][CH3:7])=[O:4].C([O-])(=O)C.[Na+].Cl.[NH2:23][OH:24]>C(O)C>[OH:24][N:23]=[C:2]([C:8]1[S:9][C:10]2[CH2:16][CH2:15][CH2:14][CH2:13][C:11]=2[CH:12]=1)[C:3]([O:5][CH2:6][CH3:7])=[O:4] |f:1.2,3.4|. Procedure details: A solution of 14.0 g of ethyl α-oxo-α-(4,5,6,7-tetrahydro-2-benzothienyl)acetate in 300 ml of ethanol containing 5.31 g of sodium acetate and 6.50 g of hydroxylamine hydrochloride was heated at reflux for three hours. The reaction mixture was cooled and the solvent was removed by evaporation under reduced pressure to provide 14.7 g of ethyl α-hydroxyimino-α-(4,5,6,7-tetrahydro-2-benzothienyl)acetate. Starting materials: C(Cn1cc(C=O)c2ccccc12)C#N, CC1=CN=C(C=C1)N, [C-]#[N+]C1CCCCC1. Reagents/catalysts: O=C(O)C(F)(F)F (trifluoroacetic acid). The solvent is CC(C)O (isopropyl alcohol), CC(C)O (isopropylalcohol). Run at temperature 22 celsius, time 20 hour. Yields the product Cc1ccc2nc(c3cn(CCC#N)c4ccccc34)c(NC3CCCCC3)n2c1. Yield: 0.0%. RXN SMILES: CC1=CC=C(N)N=C1.[C-]#[N+]C1CCCCC1.O=CC1=CN(CCC#N)C2=C1C=CC=C2>>CC1=CN2C(C=C1)=NC(C1=CN(CCC#N)C3=C1C=CC=C3)=C2NC1CCCCC1.